This data is from the Open Reaction Database (ORD), a public repository of structured organic reaction records. The task is: describe an organic reaction: reactants, conditions, products, and yield Reactants: C(C)(=O)C=1C=C(C=CC1)C1=NC=C(C=N1)N=CN(C)C (N′-[2-(3-acetylphenyl)pyrimidin-5-yl]-N,N-dimethylformamidine), S(O)(O)(=O)=O (sulfuric acid). The solvent is O (water), ice water. Conditions: temperature 130 celsius, time 2 hour. Product: OC=1C=NC(=NC1)C=1C=C(C=CC1)C(C)=O (1-[3-(5-hydroxypyrimidin-2-yl)phenyl]ethanone). As a reaction SMILES: [C:1]([C:4]1[CH:5]=[C:6]([C:10]2[N:15]=[CH:14][C:13](N=CN(C)C)=[CH:12][N:11]=2)[CH:7]=[CH:8][CH:9]=1)(=[O:3])[CH3:2].S(=O)(=O)(O)[OH:22]>O>[OH:22][C:13]1[CH:12]=[N:11][C:10]([C:6]2[CH:5]=[C:4]([C:1](=[O:3])[CH3:2])[CH:9]=[CH:8][CH:7]=2)=[N:15][CH:14]=1. Reported procedure: 5.10 g of N′-[2-(3-acetylphenyl)pyrimidin-5-yl]-N,N-dimethylformamidine (19 mmol) are suspended in 65 ml of water in a 250 ml one-necked flask provided with magnetic stirrer and condenser, 8.44 ml of 95-97% sulfuric acid (152 mmol) are added, and the mixture is stirred at a bath temperature of 130° C. for 2 h. The mixture is diluted with ice-water, during which a dark-brown resin deposits. The aqueous solution is decanted off and extracted with dichloromethane. The combined dichloromethane phase... Reactants: CC(C)=O, C[S-], N#Cc1ccc(C(F)(F)F)cc1[N+](=O)[O-], [Na+]. Yields the product CSc1cc(C(F)(F)F)ccc1C#N. As a reaction SMILES: [CH3:19][C:20](=[O:21])[CH3:22].[CH3:1][S-:2].[N+:4]([O-:5])(=[O:6])[c:7]1[c:8]([C:9]#[N:10])[cH:11][cH:12][c:13]([C:15]([F:16])([F:17])[F:18])[cH:14]1.[Na+:3]>>[CH3:1][S:2][c:7]1[c:8]([C:9]#[N:10])[cH:11][cH:12][c:13]([C:15]([F:16])([F:17])[F:18])[cH:14]1. Starting materials: C([O-])([O-])=O.[Na+].[Na+] (sodium carbonate), O (water), BrC=1C=CC2=C(NC(CO2)=O)C1 (6-bromo-3,4-dihydro-2H-1,4-benzoxazin-3-one), C(C)(C)(C)OC(C(=O)OCC)C1=C(SC(=C1B1OC(C(O1)(C)C)(C)C)C)C (ethyl 2-(tert-butoxy)-2-[2,5-dimethyl-4-(tetramethyl-1,3,2-dioxaborolan-2-yl)thiophen-3-yl]acetate), O (water). The reagents and catalysts are C1(=CC=CC=C1)P(C1=CC=CC=C1)C1=CC=CC=C1.C1(=CC=CC=C1)P(C1=CC=CC=C1)C1=CC=CC=C1.C1(=CC=CC=C1)P(C1=CC=CC=C1)C1=CC=CC=C1.C1(=CC=CC=C1)P(C1=CC=CC=C1)C1=CC=CC=C1.[Pd] (palladium tetrakis(triphenylphosphine)). Run in CN(C=O)C (N,N-dimethylformamide). Reaction conditions: temperature 100 celsius. Product: C(C)(C)(C)OC(C(=O)OCC)C1=C(SC(=C1C=1C=CC2=C(NC(CO2)=O)C1)C)C (ethyl 2-(tert-butoxy)-2-[2,5-dimethyl-4-(3-oxo-3,4-dihydro-2H-1,4-benzoxazin-6-yl)thiophen-3-yl]acetate). The yield is 30.0%. As a reaction SMILES: C(=O)([O-])[O-].[Na+].[Na+].O.Br[C:9]1[CH:10]=[CH:11][C:12]2[O:17][CH2:16][C:15](=[O:18])[NH:14][C:13]=2[CH:19]=1.[C:20]([O:24][CH:25]([C:31]1[C:35](B2OC(C)(C)C(C)(C)O2)=[C:34]([CH3:45])[S:33][C:32]=1[CH3:46])[C:26]([O:28][CH2:29][CH3:30])=[O:27])([CH3:23])([CH3:22])[CH3:21]>CN(C)C=O.C1(P(C2C=CC=CC=2)C2C=CC=CC=2)C=CC=CC=1.C1(P(C2C=CC=CC=2)C2C=CC=CC=2)C=CC=CC=1.C1(P(C2C=CC=CC=2)C2C=CC=CC=2)C=CC=CC=1.C1(P(C2C=CC=CC=2)C2C=CC=CC=2)C=CC=CC=1.[Pd]>[C:20]([O:24][CH:25]([C:31]1[C:35]([C:9]2[CH:10]=[CH:11][C:12]3[O:17][CH2:16][C:15](=[O:18])[NH:14][C:13]=3[CH:19]=2)=[C:34]([CH3:45])[S:33][C:32]=1[CH3:46])[C:26]([O:28][CH2:29][CH3:30])=[O:27])([CH3:23])([CH3:22])[CH3:21] |f:0.1.2,7.8.9.10.11|. Procedure: Under argon atmosphere, sodium carbonate (11.2 mg, 0.11 mmol), water (0.7 mL), and 6-bromo-3,4-dihydro-2H-1,4-benzoxazin-3-one (24.2 mg, 0.11 mmol) were added to a solution of ethyl 2-(tert-butoxy)-2-[2,5-dimethyl-4-(tetramethyl-1,3,2-dioxaborolan-2-yl)thiophen-3-yl]acetate (28f) (48 mg, 0.10 mmol) in N,N-dimethylformamide (2.1 mL). The solution was degassed under argon and palladium tetrakis(triphenylphosphine) (23.4 mg, 0.02 mmol) was added. The mixture was heated at 100° C. for 15 hours. The ... Starting materials: BrBr, CC(=O)O, COc1ccc2c(Cc3ccc(OC(=O)C(C)(C)C)cc3)c(-c3ccc(C(F)(F)F)cc3)c(=O)oc2c1, O. Yields the product COc1cc2oc(=O)c(-c3ccc(C(F)(F)F)cc3)c(Cc3ccc(OC(=O)C(C)(C)C)cc3)c2cc1Br. Reaction SMILES: [Br:38][Br:39].[C:41]([OH:42])(=[O:43])[CH3:44].[CH3:1][O:2][c:3]1[cH:4][cH:5][c:6]2[c:7]([CH2:24][c:25]3[cH:26][cH:27][c:28]([O:31][C:32]([C:33]([CH3:34])([CH3:35])[CH3:36])=[O:37])[cH:29][cH:30]3)[c:8](-[c:14]3[cH:15][cH:16][c:17]([C:20]([F:21])([F:22])[F:23])[cH:18][cH:19]3)[c:9](=[O:13])[o:10][c:11]2[cH:12]1.[OH2:40]>>[CH3:1][O:2][c:3]1[c:4]([Br:38])[cH:5][c:6]2[c:7]([CH2:24][c:25]3[cH:26][cH:27][c:28]([O:31][C:32]([C:33]([CH3:34])([CH3:35])[CH3:36])=[O:37])[cH:29][cH:30]3)[c:8](-[c:14]3[cH:15][cH:16][c:17]([C:20]([F:21])([F:22])[F:23])[cH:18][cH:19]3)[c:9](=[O:13])[o:10][c:11]2[cH:12]1.